Dataset: the Open Reaction Database (ORD), a public repository of structured organic reaction records. Task: describe an organic reaction: reactants, conditions, products, and yield The reactants are 98, P(O)(O)(O)=O (phosphoric acid), C1(=CC=CC=C1)NC(=S)N (phenylthiourea), halogenostyrene, 120, ClC1=CC=C(C=C)C=C1 (p-chlorostyrene), ClCCC1=CC=CC=C1 (o-chloroethylbenzene), P(=O)(Cl)(Cl)Cl (phosphorus oxychloride). The reagents and catalysts are [Hg] (mercury). Product: 97, CC1CC(C2=CC(=CC=C12)Cl)C1=CC=C(C=C1)Cl (1-methyl-3-(p-chlorophenyl)-5-chloroindan). Isolated yield 80.7%. Reaction SMILES: P(=O)(O)(O)O.C1(NC(N)=S)C=CC=CC=1.P(Cl)(Cl)([Cl:18])=O.[Cl:21][C:22]1[CH:29]=[CH:28][C:25]([CH:26]=[CH2:27])=[CH:24][CH:23]=1.Cl[CH2:31][CH2:32][C:33]1[CH:38]=[CH:37][CH:36]=[CH:35][CH:34]=1>[Hg]>[CH3:27][CH:26]1[C:25]2[C:24](=[CH:23][C:22]([Cl:21])=[CH:29][CH:28]=2)[CH:32]([C:33]2[CH:38]=[CH:37][C:36]([Cl:18])=[CH:35][CH:34]=2)[CH2:31]1. Procedure details: 200 parts of 98 per cent strength by weight aqueous phosphoric acid containing 0.9 part of phenylthiourea are irradiated for 10 minutes at 25° with ultraviolet light (mercury vapor lamp, with 15 watt hours per kilogram of halogenostyrene III) whilst passing 2,000 parts of air through the mixture. 70 parts of phosphorus oxychloride are added followed by a mixture of 120 arts of p-chlorostyrene and 97 parts of o-chloroethylbenzene added over 3 hours. Distillation of the organic phase gives 97 part...